From a dataset of the Open Reaction Database (ORD), a public repository of structured organic reaction records. describe an organic reaction: reactants, conditions, products, and yield Reactants: ClC1=C(CN2C(=NC=C2)S)C(=CC(=C1)OC)Cl (1-[2',6'-dichloro-4'-methoxybenzyl]2-mercaptoimidazole). The solvent is Br (hydrobromic acid). The product is ClC1=C(CN2C(=NC=C2)S)C(=CC(=C1)O)Cl (1-(2,6-Dichloro-4-hydroxybenzyl)-2-mercaptoimidazole). Isolated yield 67.3%. Reaction SMILES: [Cl:1][C:2]1[CH:14]=[C:13]([O:15]C)[CH:12]=[C:11]([Cl:17])[C:3]=1[CH2:4][N:5]1[CH:9]=[CH:8][N:7]=[C:6]1[SH:10]>Br>[Cl:17][C:11]1[CH:12]=[C:13]([OH:15])[CH:14]=[C:2]([Cl:1])[C:3]=1[CH2:4][N:5]1[CH:9]=[CH:8][N:7]=[C:6]1[SH:10]. Procedure details: A mixture of 1-[2',6'-dichloro-4'-methoxybenzyl]2-mercaptoimidazole (1 g) in concentrated aqueous hydrobromic acid (50 ml) was heated at reflux under argon for 1.25 hr, and then cooled. The product was collected by filtration. Washing with concentrated aqueous hydrobromic acid and water and drying yielded 0.64 g (60%) of product as light yellow crystals: mp 235° (dec). Product: ClCC(C(=O)OC)(CCCCN=CC1=CC=CC=C1)N=CC1=CC=CC=C1 (methyl 2-chloromethyl-2,6-bis(benzylideneamino)hexanoate). RXN SMILES: C([N-]C(C)C)(C)C.[Li+].C([Li])CCC.[CH:14](=[N:21][CH:22]([CH2:27][CH2:28][CH2:29][CH2:30][N:31]=[CH:32][C:33]1[CH:38]=[CH:37][CH:36]=[CH:35][CH:34]=1)[C:23]([O:25][CH3:26])=[O:24])[C:15]1[CH:20]=[CH:19][CH:18]=[CH:17][CH:16]=1.[Cl:39][CH2:40]Br>O1CCCC1.CCCCCC.CN(C)P(N(C)C)(N(C)C)=O>[Cl:39][CH2:40][C:22]([N:21]=[CH:14][C:15]1[CH:16]=[CH:17][CH:18]=[CH:19][CH:20]=1)([CH2:27][CH2:28][CH2:29][CH2:30][N:31]=[CH:32][C:33]1[CH:34]=[CH:35][CH:36]=[CH:37][CH:38]=1)[C:23]([O:25][CH3:26])=[O:24] |f:0.1|. Solvent: CCCCCC (hexane), CN(P(=O)(N(C)C)N(C)C)C (hexamethylphosphoramide), O1CCCC1 (THF), O1CCCC1 (THF), O1CCCC1 (tetrahydrofuran), O1CCCC1 (THF). The reactants are C(CCC)[Li] (butyl lithium), C(C1=CC=CC=C1)=NC(C(=O)OC)CCCCN=CC1=CC=CC=C1 (methyl 2,6-bis(benzylideneamino)hexanoate), C(C)(C)[N-]C(C)C.[Li+] (lithium diisopropylamide), ClCBr (chlorobromomethane). Run at time 8 hour. Procedure details: To a solution of lithium diisopropylamide (10 mmol) prepared in situ from a solution of 1N diisoproppylamine in tetrahydrofuran (THF) and a solution of butyl lithium (2N) in hexane and hexamethylphosphoramide (HMPA) (2.5 ml) in THF cooled to -78° C., magnetically stirred, and kept under nitrogen, is added slowly a solution of methyl 2,6-bis(benzylideneamino)hexanoate (3.365 g, 10 mmol) in dry THF (20 ml). The reaction mixture is stirred at -78° C. for 1/2 hour, and then a solution of chlorobromo... Reactants: C1COS(=O)(=O)C1 (1,3-propanesultone), C(C)(C)(C)N (tert-butylamine). The solvent is C1(=CC=CC=C1)C (toluene). Yields the product C(C)(C)(C)NCCCS(=O)(=O)O (3-(tert-Butylamino)propylsulfonic acid). As a reaction SMILES: [CH2:1]1[CH2:7][S:4](=[O:6])(=[O:5])[O:3][CH2:2]1.[C:8]([NH2:12])([CH3:11])([CH3:10])[CH3:9]>C1(C)C=CC=CC=1>[C:8]([NH:12][CH2:2][CH2:1][CH2:7][S:4]([OH:3])(=[O:6])=[O:5])([CH3:11])([CH3:10])[CH3:9]. Procedure details: To a solution of 1,3-propanesultone (20 g, 0.164 g) in toluene (100 mL) was added tert-butylamine (90 mL, 62.1 g, 0.85 mol). The mixture was stirred under gentle reflux for 1 hour. The precipitate was filtered, washed with diethyl ether and dried at 20-25° C. Yield 3-(tert-butylamino)propylsulfonic acid 32 g (approximately 100%), as white microcrystals, mp above 280° C., 1H NMR (D2O) δ 1.33 (s, 9H), 2.07 (p, J=7.6 Hz, 2H), 2.99 (t, J=7.6 Hz, 2H), 3.15 (t, J=7.7 Hz, 2H); 13C NMR δ 21.3, 24.3, 39.... Starting materials: [BH4-], CO, CCc1cccc(CNCC(O)C(Cc2cc(F)cc(F)c2)NC(=O)c2ccc3c(c2)C(=O)CC3)c1, [Na+]. Yields the product CCc1cccc(CNCC(O)C(Cc2cc(F)cc(F)c2)NC(=O)c2ccc3c(c2)C(O)CC3)c1. Reaction SMILES: [BH4-:37].[CH3:39][OH:40].[F:1][c:2]1[cH:3][c:4]([CH2:5][CH:6]([CH:7]([CH2:8][NH:9][CH2:10][c:11]2[cH:12][c:13]([CH2:17][CH3:18])[cH:14][cH:15][cH:16]2)[OH:19])[NH:20][C:21](=[O:22])[c:23]2[cH:24][c:25]3[c:29]([cH:30][cH:31]2)[CH2:28][CH2:27][C:26]3=[O:32])[cH:33][c:34]([F:36])[cH:35]1.[Na+:38]>>[F:1][c:2]1[cH:3][c:4]([CH2:5][CH:6]([CH:7]([CH2:8][NH:9][CH2:10][c:11]2[cH:12][c:13]([CH2:17][CH3:18])[cH:14][cH:15][cH:16]2)[OH:19])[NH:20][C:21](=[O:22])[c:23]2[cH:24][c:25]3[c:29]([cH:30][cH:31]2)[CH2:28][CH2:27][CH:26]3[OH:32])[cH:33][c:34]([F:36])[cH:35]1. The reactants are C(C)(C)(C)NC(=O)N1N=C(C2=CC(=CC=C12)C(F)(F)F)NCC(NC1CN(C1)C1CCC(CC1)O[Si](C)(C)C(C)(C)C)=O (3-[({1-[4-(tert-Butyl-dimethyl-silanyloxy)-cyclohexyl]-azetidin-3-ylcarbamoyl}-methyl)-amino]-5-trifluoromethyl-indazole-1-carboxylic acid tert-butylamide), C(=O)(C(F)(F)F)O (TFA). As a reaction SMILES: C([NH:5][C:6]([N:8]1[C:16]2[C:11](=[CH:12][C:13]([C:17]([F:20])([F:19])[F:18])=[CH:14][CH:15]=2)[C:10]([NH:21][CH2:22][C:23](=[O:43])[NH:24][CH:25]2[CH2:28][N:27]([CH:29]3[CH2:34][CH2:33][CH:32]([O:35][Si](C(C)(C)C)(C)C)[CH2:31][CH2:30]3)[CH2:26]2)=[N:9]1)=[O:7])(C)(C)C.C(O)(C(F)(F)F)=O>>[OH:35][CH:32]1[CH2:31][CH2:30][CH:29]([N:27]2[CH2:26][CH:25]([NH:24][C:23]([CH2:22][NH:21][C:10]3[C:11]4[C:16](=[CH:15][CH:14]=[C:13]([C:17]([F:20])([F:18])[F:19])[CH:12]=4)[N:8]([C:6]([NH2:5])=[O:7])[N:9]=3)=[O:43])[CH2:28]2)[CH2:34][CH2:33]1. Procedure: The title compound was prepared as a white solid from de-protection of 3-[({1-[4-(tert-butyl-dimethyl-silanyloxy)-cyclohexyl]-azetidin-3-ylcarbamoyl}-methyl)-amino]-5-trifluoromethyl-indazole-1-carboxylic acid tert-butylamide (as prepared in Example 84) with TFA using the procedure described in Example 81. Product: OC1CCC(CC1)N1CC(C1)NC(=O)CNC1=NN(C2=CC=C(C=C12)C(F)(F)F)C(=O)N (3-({[1-(4-Hydroxy-cyclohexyl)-azetidin-3-ylcarbamoyl]-methyl}-amino)-5-trifluoromethyl-indazole-1-carboxylic acid amide). Yields the product Cc1cc([Sn](C)(C)C)cc(C)n1. Starting materials: COCCOC, CCOCC, COCOC, C[Sn](C)(C)Cl, Cc1cc(Cl)cc(C)n1, [Na]. As a reaction SMILES: [CH2:21]([CH2:22][O:23][CH3:24])[O:25][CH3:26].[CH2:27]([O:28][CH2:29][CH3:30])[CH3:31].[CH3:16][O:17][CH2:18][O:19][CH3:20].[CH3:2][Sn:3]([CH3:4])([CH3:5])[Cl:6].[Cl:7][c:8]1[cH:9][c:10]([CH3:15])[n:11][c:12]([CH3:14])[cH:13]1.[Na:1]>>[CH3:2][Sn:3]([CH3:4])([CH3:5])[c:8]1[cH:9][c:10]([CH3:15])[n:11][c:12]([CH3:14])[cH:13]1. The reactants are FC(C(CC(=O)OCC)N)F (Ethyl 4,4-difluoro-3-amino-butanoate), Cl (HCl). Conditions: temperature 100 celsius. Yields the product Cl.FC(C(CC(=O)O)N)F (4,4-difluoro-3-amino-butanoic acid, hydrochloride). The yield is 80.0%. As a reaction SMILES: [F:1][CH:2]([F:11])[CH:3]([NH2:10])[CH2:4][C:5]([O:7]CC)=[O:6].[ClH:12]>>[ClH:12].[F:1][CH:2]([F:11])[CH:3]([NH2:10])[CH2:4][C:5]([OH:7])=[O:6] |f:2.3|. Procedure details: Ethyl 4,4-difluoro-3-amino-butanoate prepared as in Step B (3.340 g, 20 mM) is dissolved in 1 M HCl (20 ml) and the mixture heated at 100° C. for 3 hours. The solvent is evaporated in vacuo. The oily residue is crystallized from ethanol/ether; 2.800 g of 4,4-difluoro-3-amino-butanoic acid, hydrochloride (yield 80%). Mp: 150° C. Starting materials: O=C1c2ccccc2C(=O)N1CCCC1c2ccccc2C=Cc2ccccc21, CCO, NN, O. Yields the product NCCCC1c2ccccc2C=Cc2ccccc21. Reaction SMILES: [C:1]1(=[O:2])[N:5]([CH2:6][CH2:7][CH2:8][CH:9]2[c:10]3[c:11]([cH:20][cH:21][cH:22][cH:23]3)[CH:12]=[CH:13][c:14]3[c:15]2[cH:16][cH:17][cH:18][cH:19]3)[C:3](=[O:4])[c:24]2[cH:25][cH:26][cH:27][cH:28][c:29]21.[CH3:33][CH2:34][OH:35].[NH2:31][NH2:32].[OH2:30]>>[NH2:5][CH2:6][CH2:7][CH2:8][CH:9]1[c:10]2[c:11]([cH:20][cH:21][cH:22][cH:23]2)[CH:12]=[CH:13][c:14]2[c:15]1[cH:16][cH:17][cH:18][cH:19]2. Reactants: CO, Cl, O=C(NC1CCc2c(F)cc(F)cc2C1)C(F)(F)F, [Li+], [OH-], O, O. Yields the product Cl, NC1CCc2c(F)cc(F)cc2C1. As a reaction SMILES: [CH3:24][OH:25].[ClH:23].[F:4][c:5]1[c:6]2[c:11]([cH:12][c:13]([F:15])[cH:14]1)[CH2:10][CH:9]([NH:16][C:17](=[O:18])[C:19]([F:20])([F:21])[F:22])[CH2:8][CH2:7]2.[Li+:3].[OH-:2].[OH2:1].[OH2:26]>>[ClH:23].[F:4][c:5]1[c:6]2[c:11]([cH:12][c:13]([F:15])[cH:14]1)[CH2:10][CH:9]([NH2:16])[CH2:8][CH2:7]2.